From a dataset of the Open Reaction Database (ORD), a public repository of structured organic reaction records. describe an organic reaction: reactants, conditions, products, and yield Reactants: [Br-], C1CCOC1, C[Mg+], CC1=[N+](C)CCc2ccccc21, [I-]. Yields the product CN1CCc2ccccc2C1(C)C. As a reaction SMILES: [Br-:1].[CH2:17]1[O:18][CH2:19][CH2:20][CH2:21]1.[CH3:2][Mg+:3].[CH3:5][C:6]1=[N+:7]([CH3:16])[CH2:8][CH2:9][c:10]2[cH:11][cH:12][cH:13][cH:14][c:15]21.[I-:4]>>[CH3:2][C:6]1([CH3:5])[N:7]([CH3:16])[CH2:8][CH2:9][c:10]2[cH:11][cH:12][cH:13][cH:14][c:15]21. The reactants are ClC1=NC=CC(=N1)OC (2-chloro-4-methoxy-pyrimidine), C(C)OC(=O)N1CCC(CC1)N (4-amino-piperidine-1-carboxylic acid ethyl ester). Solvent: CN1CCCC1=O (NMP). Yields the product C(C)OC(=O)N1CCC(CC1)NC1=NC=CC(=N1)OC (4-(4-Methoxy-pyrimidin-2-ylamino)-piperidine-1-carboxylic acid ethyl ester). The yield is 42.0%. RXN SMILES: Cl[C:2]1[N:7]=[C:6]([O:8][CH3:9])[CH:5]=[CH:4][N:3]=1.[CH2:10]([O:12][C:13]([N:15]1[CH2:20][CH2:19][CH:18]([NH2:21])[CH2:17][CH2:16]1)=[O:14])[CH3:11]>CN1C(=O)CCC1>[CH2:10]([O:12][C:13]([N:15]1[CH2:16][CH2:17][CH:18]([NH:21][C:2]2[N:7]=[C:6]([O:8][CH3:9])[CH:5]=[CH:4][N:3]=2)[CH2:19][CH2:20]1)=[O:14])[CH3:11]. Reported procedure: A mixture of 2-chloro-4-methoxy-pyrimidine (3.64 g, 25.21 mmol, 1.0 equiv; commercially available) and 4-amino-piperidine-1-carboxylic acid ethyl ester (4.34 g, 25.21 mmol, 1.0 equiv; commercially available) in anhydrous NMP (32 mL) was heated by microwave irradiation to 200° C. for 15 min. The organic phase was concentrated under reduced pressure and the residue extracted with ethyl acetate (3×50 mL) from a solution of 1 M NaOH (100 mL). The combined organic phases were dried over MgSO4 and the... The reactants are NC1=CC=2NC3=CC(=CC=C3C2C=C1)N (2,7-diaminocarbazole), NC1=C(C=C(C(=C1)N)S(=O)(=O)O)N=NC1=CC=C2C=C(C=C(C2=C1)O)S(=O)(=O)O (7-(2,4-diamino-5-sulphophenylazo)-1-hydroxy-naphthalene-3-sulphonic acid), C1(=CC=CC=C1)O (phenol). Product: C1=C(C=CC=C1O)C (meta-cresol), C1(O)=CC(O)=CC=C1 (resorcinol), NC1=CC(=CC=C1)N (1,3-diamino-benzene), NC1=CC(=C(C=C1)S(=O)(=O)O)N (1,3-diaminobenzene-4-sulphonic acid). Reaction SMILES: [NH2:1][C:2]1[CH:14]=[CH:13][C:12]2C3C(=CC(N)=CC=3)[NH:5][C:4]=2[CH:3]=1.[NH2:16][C:17]1[CH:22]=[C:21]([NH2:23])[C:20]([S:24]([OH:27])(=[O:26])=[O:25])=[CH:19][C:18]=1N=NC1C=[C:38]2[C:33]([CH:34]=[C:35](S(O)(=O)=O)[CH:36]=[C:37]2[OH:40])=[CH:32]C=1.[C:45]1([OH:51])[CH:50]=[CH:49][CH:48]=[CH:47][CH:46]=1>>[CH:38]1[C:37]([OH:40])=[CH:36][CH:35]=[CH:34][C:33]=1[CH3:32].[C:45]1([CH:50]=[CH:49][CH:48]=[C:47]([OH:25])[CH:46]=1)[OH:51].[NH2:1][C:2]1[CH:14]=[CH:13][CH:12]=[C:4]([NH2:5])[CH:3]=1.[NH2:16][C:17]1[CH:18]=[CH:19][C:20]([S:24]([OH:27])(=[O:25])=[O:26])=[C:21]([NH2:23])[CH:22]=1. Procedure details: If the tetrazonium salt solution of 2,7-diaminocarbazole which has been described is coupled one-sided to 7-(2,4-diamino-5-sulphophenylazo)-1-hydroxy-naphthalene-3-sulphonic acid and subsequently to phenol, ortho- or meta-cresol, resorcinol, 1,3-diamino-benzene or 1,3-diaminobenzene-4-sulphonic acid, dyestuffs of black shades are obtained. Reactants: Cl.NC[C@H](CC(=O)O)C1=CC=C(C=C1)Cl ((R)-4-amino-3-(4-chlorophenyl)butanoic acid hydrochloride), [OH-].[Na+] (sodium hydroxide). The solvent is O (water). Product: NC[C@H](CC(=O)O)C1=CC=C(C=C1)Cl ((R)-4-amino-3-(4-chlorophenyl)butanoic acid). Isolated yield 91.3%. As a reaction SMILES: Cl.[NH2:2][CH2:3][C@@H:4]([C:9]1[CH:14]=[CH:13][C:12]([Cl:15])=[CH:11][CH:10]=1)[CH2:5][C:6]([OH:8])=[O:7].[OH-].[Na+]>O>[NH2:2][CH2:3][C@@H:4]([C:9]1[CH:10]=[CH:11][C:12]([Cl:15])=[CH:13][CH:14]=1)[CH2:5][C:6]([OH:8])=[O:7] |f:0.1,2.3|. Procedure details: Under a nitrogen atmosphere, (R)-4-amino-3-(4-chlorophenyl)butanoic acid hydrochloride (4.0 g, 16.0 mmol) was dissolved in water (12 ml). Into this, 1 mol/L sodium hydroxide aqueous solution was dropped, to adjust pH to 6.5. The crystallized crystal was filtrated and dried under reduced pressure to obtain a title compound (3.13 g, 14.6 mmol) (yield: 91%). The optical purity of the resultant title compound was measured by HPLC to find a value of 99.9% ee or more (conditions are shown below). Starting materials: FC(OC1=C(C(=O)O)C=CC=C1)(F)F (2-(trifluoromethoxy)benzoic acid), C1(=CC=CC=C1)O (phenol), S(=O)(Cl)Cl (thionyl chloride), CN(C=O)C (dimethylformamide). Solvent: ClCCl (dichloromethane). Product: FC(OC1=C(C=CC=C1)C1=C(C(=O)OC2=CC=CC=C2)C=CC=C1)(F)F (Phenyl 2-(Trifluoromethoxyphenyl)benzoate). As a reaction SMILES: [F:1][C:2]([F:14])([F:13])[O:3][C:4]1[CH:12]=[CH:11][CH:10]=[CH:9][C:5]=1[C:6](O)=O.S(Cl)(Cl)=O.CN(C)[CH:21]=[O:22].[C:24]1([OH:30])[CH:29]=[CH:28][CH:27]=[CH:26][CH:25]=1>ClCCl>[F:1][C:2]([F:14])([F:13])[O:3][C:4]1[CH:12]=[CH:11][CH:10]=[CH:9][C:5]=1[C:6]1[CH:25]=[CH:26][CH:27]=[CH:28][C:29]=1[C:24]([O:22][C:21]1[CH:11]=[CH:12][CH:4]=[CH:5][CH:6]=1)=[O:30]. Reported procedure: A mixture composed of 10 g (48.5 mmol) of 2-(trifluoromethoxy)benzoic acid, 50 ml of thionyl chloride and a drop of dimethylformamide is heated under reflux for 1.5 hours. After cooling and concentrating the reaction mixture under vacuum, a residue is obtained which is stirred for 2 hours at 100° C. in the presence of 4.75 g (50 mmol) of phenol. After cooling, the reaction medium is taken up in dichloromethane, washed with a saturated NaHCO3 solution and then with water, dried over Na2SO4 and co... The reactants are C(C)(=O)NC=1C(=CC2=CC=CC=C2C1[N+](=O)[O-])C(=O)O (3-Acetamido-4-nitro-2-naphthalenecarboxylic Acid). Run in Cl (hydrochloric acid). Yields the product NC=1C(=CC2=CC=CC=C2C1[N+](=O)[O-])C(=O)O (3-Amino-4-nitro-2-naphthalenecarboxylic Acid). Reaction SMILES: C([NH:4][C:5]1[C:6]([C:18]([OH:20])=[O:19])=[CH:7][C:8]2[C:13]([C:14]=1[N+:15]([O-:17])=[O:16])=[CH:12][CH:11]=[CH:10][CH:9]=2)(=O)C>Cl>[NH2:4][C:5]1[C:6]([C:18]([OH:20])=[O:19])=[CH:7][C:8]2[C:13]([C:14]=1[N+:15]([O-:17])=[O:16])=[CH:12][CH:11]=[CH:10][CH:9]=2. Procedure: A solution of 1 g of the compound obtained in Step 1 in 18 ml of hydrochloric acid is refluxed for 4 hours and then poured onto ice. The precipitate formed is filtered off, washed with water until the pH is 5-6 and then dried, allowing the expected product to be isolated. The product is COc1ccc(CCCCCCBr)cc1OC. RXN SMILES: [Br:1][CH2:2][CH2:3][CH2:4][CH2:5][CH2:6][C:7](=[O:8])[c:9]1[cH:10][c:11]([O:17][CH3:18])[c:12]([O:15][CH3:16])[cH:13][cH:14]1.[CH3:24][C:25](=[O:26])[OH:27].[S:19](=[O:20])(=[O:21])([OH:22])[OH:23]>>[Br:1][CH2:2][CH2:3][CH2:4][CH2:5][CH2:6][CH2:7][c:9]1[cH:10][c:11]([O:17][CH3:18])[c:12]([O:15][CH3:16])[cH:13][cH:14]1. Reactants: COc1ccc(C(=O)CCCCCBr)cc1OC, CC(=O)O, O=S(=O)(O)O.